From a dataset of the Open Reaction Database (ORD), a public repository of structured organic reaction records. describe an organic reaction: reactants, conditions, products, and yield Starting materials: CC#N, CCOC(C)=O, COC(=O)c1c[nH]cn1, COCCl. The product is COCn1cnc(C(=O)OC)c1. As a reaction SMILES: [CH3:14][C:15]#[N:16].[CH3:17][CH2:18][O:19][C:20](=[O:21])[CH3:22].[CH3:1][O:2][C:3](=[O:4])[c:5]1[n:6][cH:7][nH:8][cH:9]1.[Cl:10][CH2:11][O:12][CH3:13]>>[CH3:1][O:2][C:3](=[O:4])[c:5]1[n:6][cH:7][n:8]([CH2:11][O:12][CH3:13])[cH:9]1. Starting materials: C1CCN2C(=CC=C12)C(=O)C=1N2CCC(C2=C(C1C)C(=O)O)C(=O)O (5-(2,3-dihydro-1H-pyrrolizin-5-oyl)-6-methyl-2,3-dihydro-1H-pyrrolizine-1,7-dicarboxylic acid), C(C)O (ethanol). Yields the product C1CCN2C(=CC=C12)C(=O)C=1N2CCC(C2=C(C1C)C(=O)O)C(=O)OCC (ethyl 5-(2,3-dihydro-1H-pyrrolizine- 5-oyl)-7-carboxy-6-methyl-2,3-dihydro-1H-pyrrolizine-1-carboxylate). Reaction SMILES: [CH2:1]1[C:8]2[N:4]([C:5]([C:9]([C:11]3[N:12]4[C:16](=[C:17]([C:20]([OH:22])=[O:21])[C:18]=3[CH3:19])[CH:15]([C:23]([OH:25])=[O:24])[CH2:14][CH2:13]4)=[O:10])=[CH:6][CH:7]=2)[CH2:3][CH2:2]1.[CH2:26](O)[CH3:27]>>[CH2:1]1[C:8]2[N:4]([C:5]([C:9]([C:11]3[N:12]4[C:16](=[C:17]([C:20]([OH:22])=[O:21])[C:18]=3[CH3:19])[CH:15]([C:23]([O:25][CH2:26][CH3:27])=[O:24])[CH2:14][CH2:13]4)=[O:10])=[CH:6][CH:7]=2)[CH2:3][CH2:2]1. Reported procedure: A stirred mixture of the diacid from Step C above (1.3 g, 0.0038 m), ethanol (30 ml) and resin catalyst (1.3 g; Biorad AG 50W-XB) was heated under reflux for 10 hours in an inert atmosphere, filtered hot, the solution allowed to cool, ice-bath cooled and filtered to yield ethyl 5-(2,3-dihydro-1H-pyrrolizine- 5-oyl)-7-carboxy-6-methyl-2,3-dihydro-1H-pyrrolizine-1-carboxylate (0.73 g) as a white solid. Starting materials: [BH4-], CO, NC1CC1, O=Cc1cccc(C(F)(F)F)c1Cl, [Na+], [Na+], [OH-]. Yields the product FC(F)(F)c1cccc(CNC2CC2)c1Cl. Reaction SMILES: [BH4-:18].[CH3:22][OH:23].[CH:14]1([NH2:17])[CH2:15][CH2:16]1.[Cl:1][c:2]1[c:3]([CH:4]=[O:5])[cH:6][cH:7][cH:8][c:9]1[C:10]([F:11])([F:12])[F:13].[Na+:19].[Na+:21].[OH-:20]>>[Cl:1][c:2]1[c:3]([CH2:4][NH:17][CH:14]2[CH2:15][CH2:16]2)[cH:6][cH:7][cH:8][c:9]1[C:10]([F:11])([F:12])[F:13]. The reactants are CCOC(=O)C (EtOAc), [NH4+].[Cl-] (NH4Cl), CC1=CC(=C(C=C1)C#CC=1C=NC=CC1)[N+](=O)[O-] (3-(4-methyl-2-nitro-phenylethynyl)-pyridine). Reagents/catalysts: [Zn] (zinc). Solvent: C(=O)([O-])[O-].[Na+].[Na+] (Na2CO3), CO (MeOH). Reaction conditions: time 10 minute. Product: CC=1C=CC=C(C1)NC#CC=1C=NC=CC1 (5-Methyl-2-pyridin-3-ylethynyl-phenylamine). As a reaction SMILES: CC1C=CC([C:8]#[C:9][C:10]2[CH:11]=[N:12][CH:13]=[CH:14][CH:15]=2)=C([N+]([O-])=O)C=1.[NH4+:19].[Cl-].CCO[C:24]([CH3:26])=O>CO.C([O-])([O-])=O.[Na+].[Na+].[Zn]>[CH3:14][C:15]1[CH:10]=[CH:9][CH:8]=[C:24]([NH:19][C:8]#[C:9][C:10]2[CH:11]=[N:12][CH:13]=[CH:14][CH:15]=2)[CH:26]=1 |f:1.2,5.6.7|. Procedure details: To a solution of 3-(4-methyl-2-nitro-phenylethynyl)-pyridine (1 mmol) in MeOH (1 mL) was added 0.5 mL sat'd NH4Cl followed by zinc dust (0.33 g, 5.0 mmol). The mixture was stirred for 10 min, then diluted with EtOAc (50 mL) and Na2CO3 (50 mL of 10% aqueous solution). The organic layer was dried over MgSO4, filtered, and concentrated under reduced pressure to yield the desired material as a clear oil.